From a dataset of the Open Reaction Database (ORD), a public repository of structured organic reaction records. describe an organic reaction: reactants, conditions, products, and yield The product is [Cl-], O=C(O)c1cc(F)c(F)c(C(F)(F)F)c1F. RXN SMILES: [CH3:5][N:6]([CH3:7])[CH:8]=[O:9].[F:10][c:11]1[c:12]([C:13](=[O:14])[OH:15])[cH:16][c:17]([F:25])[c:18]([F:24])[c:19]1[C:20]([F:21])([F:22])[F:23].[S:1]([Cl:2])([Cl:3])=[O:4].[cH:26]1[cH:27][cH:28][cH:29][cH:30][cH:31]1>>[Cl-:3].[F:10][c:11]1[c:12]([C:13](=[O:14])[OH:15])[cH:16][c:17]([F:25])[c:18]([F:24])[c:19]1[C:20]([F:21])([F:22])[F:23]. Reactants: CN(C)C=O, O=C(O)c1cc(F)c(F)c(C(F)(F)F)c1F, O=S(Cl)Cl, c1ccccc1. The reactants are O=C([O-])O, CCN1C(=O)CCC1C(=O)O, CCN1CCOCC1, CCN=C=NCCCN(C)C, CN(C)C=O, NCc1ccc(F)cc1Cl, ClCCl, Cl, [Na+], On1nnc2ccccc21. Product: CCN1C(=O)CCC1C(=O)NCc1ccc(F)cc1Cl. As a reaction SMILES: [C:52](=[O:53])([O-:54])[OH:55].[CH2:1]([CH3:2])[N:3]1[CH:4]([C:5](=[O:6])[OH:7])[CH2:8][CH2:9][C:10]1=[O:11].[CH2:34]([N:35]1[CH2:36][CH2:37][O:38][CH2:39][CH2:40]1)[CH3:41].[CH3:13][N:14]([CH3:15])[CH2:16][CH2:17][CH2:18][N:19]=[C:20]=[N:21][CH2:22][CH3:23].[CH3:60][N:61]([CH3:62])[CH:63]=[O:64].[Cl:42][c:43]1[c:44]([CH2:45][NH2:46])[cH:47][cH:48][c:49]([F:51])[cH:50]1.[Cl:57][CH2:58][Cl:59].[ClH:12].[Na+:56].[OH:24][n:25]1[c:26]2[cH:27][cH:28][cH:29][cH:30][c:31]2[n:32][n:33]1>>[CH2:1]([CH3:2])[N:3]1[CH:4]([C:5](=[O:7])[NH:46][CH2:45][c:44]2[c:43]([Cl:42])[cH:50][c:49]([F:51])[cH:48][cH:47]2)[CH2:8][CH2:9][C:10]1=[O:11]. The reactants are ice, C(C)(C)(C)OC(=O)N1CCN(CC1)C[C@H]1COC=2C(=C3C=CC(=NC3=CC2)C)O1 ((2S)-4-(8-methyl-2,3-dihydro-[1,4]dioxino[2,3-f]quinolin-2-ylmethyl)-piperazine 1 carboxylic acid tert-butyl ester), Cl (hydrochloric acid), hydrochloride salt, [OH-].[Na+] (sodium hydroxide). The solvent is C(C)(=O)OCC (ethyl acetate), C(C)OCC (diethyl ether), CO (methanol). Conditions: temperature 35 celsius. The product is CC1=NC2=CC=C3C(=C2C=C1)OC(CO3)CN3CCNCC3 (8-Methyl-2-piperazin-1-ylmethyl-2,3-dihydro-[1,4]dioxino[2,3-f]quinoline), oil. Reaction SMILES: C(OC([N:8]1[CH2:13][CH2:12][N:11]([CH2:14][C@@H:15]2[O:29][C:19]3=[C:20]4[C:25](=[CH:26][CH:27]=[C:18]3[O:17][CH2:16]2)[N:24]=[C:23]([CH3:28])[CH:22]=[CH:21]4)[CH2:10][CH2:9]1)=O)(C)(C)C.Cl.[OH-].[Na+]>C(OCC)(=O)C.C(OCC)C.CO>[CH3:28][C:23]1[CH:22]=[CH:21][C:20]2[C:25](=[CH:26][CH:27]=[C:18]3[O:17][CH2:16][CH:15]([CH2:14][N:11]4[CH2:12][CH2:13][NH:8][CH2:9][CH2:10]4)[O:29][C:19]3=2)[N:24]=1 |f:2.3|. Procedure details: To an ice-cold solution of (2S)-4-(8-methyl-2,3-dihydro-[1,4]dioxino[2,3-f]quinolin-2-ylmethyl)-piperazine 1 carboxylic acid tert-butyl ester of Step A′ (0.550 g, 1.37 mmol) in ethyl acetate (8 mL) is added dropwise 1 M hydrochloric acid in diethyl ether (15 mL). The mixture is allowed to come to room temperature, diluted with methanol (10–15 mL) and warmed at 35° C. until the reaction is complete by TLC. The solvents are removed in vacuo and the residue is slurried in diethyl ether. The solid i... Starting materials: COC(C#CC1COC(C)(C)N1C(=O)OC(C)(C)C)c1ccc(Cl)cc1, CCOC(C)=O, [H][H], O, O=[Pt]=O. Yields the product COC(CCC1COC(C)(C)N1C(=O)OC(C)(C)C)c1ccc(Cl)cc1. Reaction SMILES: [C:1]([CH3:2])([CH3:3])([CH3:4])[O:5][C:6](=[O:7])[N:8]1[C:9]([CH3:25])([CH3:26])[O:10][CH2:11][CH:12]1[C:13]#[C:14][CH:15]([O:16][CH3:17])[c:18]1[cH:19][cH:20][c:21]([Cl:24])[cH:22][cH:23]1.[CH3:29][CH2:30][O:31][C:32](=[O:33])[CH3:34].[H:27][H:28].[OH2:35].[Pt:36](=[O:37])=[O:38]>>[C:1]([CH3:2])([CH3:3])([CH3:4])[O:5][C:6](=[O:7])[N:8]1[C:9]([CH3:25])([CH3:26])[O:10][CH2:11][CH:12]1[CH2:13][CH2:14][CH:15]([O:16][CH3:17])[c:18]1[cH:19][cH:20][c:21]([Cl:24])[cH:22][cH:23]1. Starting materials: CC(C)CCBr, CCOC(=O)CSc1ccc(O)cc1, CC(C)=O. Product: CCOC(=O)CSc1ccc(OCCC(C)C)cc1. Reaction SMILES: [Br:15][CH2:16][CH2:17][CH:18]([CH3:19])[CH3:20].[CH2:1]([CH3:2])[O:3][C:4]([CH2:5][S:6][c:7]1[cH:8][cH:9][c:10]([OH:13])[cH:11][cH:12]1)=[O:14].[CH3:21][C:22](=[O:23])[CH3:24]>>[CH2:1]([CH3:2])[O:3][C:4]([CH2:5][S:6][c:7]1[cH:8][cH:9][c:10]([O:13][CH2:16][CH2:17][CH:18]([CH3:19])[CH3:20])[cH:11][cH:12]1)=[O:14].